This data is from the Open Reaction Database (ORD), a public repository of structured organic reaction records. The task is: describe an organic reaction: reactants, conditions, products, and yield Reactants: C[Si](C)(C)CCN1C(=O)CN(c2ccc(I)cc2OCc2ccccc2)S1(=O)=O, O=C1NC(CI)C=Cc2ccccc21. Product: C[Si](C)(C)CCN1C(=O)CN(c2ccc(CC3C=Cc4ccccc4C(=O)N3)cc2OCc2ccccc2)S1(=O)=O. Reaction SMILES: [CH2:15]([c:16]1[cH:17][cH:18][cH:19][cH:20][cH:21]1)[O:22][c:23]1[c:24]([N:30]2[CH2:31][C:32](=[O:43])[N:33]([CH2:37][CH2:38][Si:39]([CH3:40])([CH3:41])[CH3:42])[S:34]2(=[O:35])=[O:36])[cH:25][cH:26][c:27]([I:29])[cH:28]1.[I:1][CH2:2][CH:3]1[CH:4]=[CH:5][c:6]2[c:7]([cH:11][cH:12][cH:13][cH:14]2)[C:8](=[O:10])[NH:9]1>>[CH2:2]([CH:3]1[CH:4]=[CH:5][c:6]2[c:7]([cH:11][cH:12][cH:13][cH:14]2)[C:8](=[O:10])[NH:9]1)[c:27]1[cH:26][cH:25][c:24]([N:30]2[CH2:31][C:32](=[O:43])[N:33]([CH2:37][CH2:38][Si:39]([CH3:40])([CH3:41])[CH3:42])[S:34]2(=[O:35])=[O:36])[c:23]([O:22][CH2:15][c:16]2[cH:17][cH:18][cH:19][cH:20][cH:21]2)[cH:28]1.